From a dataset of the Open Reaction Database (ORD), a public repository of structured organic reaction records. describe an organic reaction: reactants, conditions, products, and yield The reactants are [OH-].[Na+] (NaOH), ClC1=C(C(=O)C2=CC=C(C=C2)Cl)C=C(C=C1)[N+](=O)[O-] (2,4'-dichloro-5-nitro-benzophenone), CC1CCNCC1 (4-methylpiperidine). Product: CC1CCN(CC1)C1=C(C(=O)C2=CC=C(C=C2)Cl)C=C(C=C1)[N+](=O)[O-] (2-(4-methyl-1-piperidinyl)-5-nitro-4'-chlorobenzophenone). RXN SMILES: [OH-].[Na+].Cl[C:4]1[CH:18]=[CH:17][C:16]([N+:19]([O-:21])=[O:20])=[CH:15][C:5]=1[C:6]([C:8]1[CH:13]=[CH:12][C:11]([Cl:14])=[CH:10][CH:9]=1)=[O:7].[CH3:22][CH:23]1[CH2:28][CH2:27][NH:26][CH2:25][CH2:24]1>O>[CH3:22][CH:23]1[CH2:28][CH2:27][N:26]([C:4]2[CH:18]=[CH:17][C:16]([N+:19]([O-:21])=[O:20])=[CH:15][C:5]=2[C:6]([C:8]2[CH:13]=[CH:12][C:11]([Cl:14])=[CH:10][CH:9]=2)=[O:7])[CH2:25][CH2:24]1 |f:0.1|. Run in O (water). Isolated yield 93.9%. Procedure details: A mixture of 0.024 mole (0.96 g) of NaOH, 25 ml of water, 0.02 mole (5.92 g) of 2,4'-dichloro-5-nitro-benzophenone and of 0.022 mole (2.6 ml) of 4-methylpiperidine is heated to 80° C. for three and a half hours. After cooling the reaction medium to normal temperature the resulting precipitate is filtered, washed in water and dried giving 6.74 g (Yield: 94%) of the expected product. M.P.=138° C. (Ex. 25) The compounds listed hereunder are obtained by reacting, in the same conditions as above, the... Reactants: C(C)C=1C=C(C(=NC1C)OC)NC(CCl)=O (N-(5-ethyl-2-methoxy-6-methylpyridine -3-yl)chloroacetamide), ClC=1C=C(C=CC1)N1CCNCC1 (1-(3-chlorophenyl)piperazine). Yields the product C(C)C=1C=C(C(=NC1C)OC)NC(=O)CN1CCN(CC1)C1=CC(=CC=C1)Cl (1-[(5-ethyl-2-methoxy-6-methylpyridine-3-yl)aminocarbonyl]methyl-4-(3-chlorophenyl)piperazine). Isolated yield 68.0%. RXN SMILES: [CH2:1]([C:3]1[CH:4]=[C:5]([NH:12][C:13](=[O:16])[CH2:14]Cl)[C:6]([O:10][CH3:11])=[N:7][C:8]=1[CH3:9])[CH3:2].[Cl:17][C:18]1[CH:19]=[C:20]([N:24]2[CH2:29][CH2:28][NH:27][CH2:26][CH2:25]2)[CH:21]=[CH:22][CH:23]=1>>[CH2:1]([C:3]1[CH:4]=[C:5]([NH:12][C:13]([CH2:14][N:27]2[CH2:26][CH2:25][N:24]([C:20]3[CH:21]=[CH:22][CH:23]=[C:18]([Cl:17])[CH:19]=3)[CH2:29][CH2:28]2)=[O:16])[C:6]([O:10][CH3:11])=[N:7][C:8]=1[CH3:9])[CH3:2]. Reported procedure: N-(5-ethyl-2-methoxy-6-methylpyridine -3-yl)chloroacetamide and 1-(3-chlorophenyl)piperazine were reacted by the same way with the example 69 to obtain the titled compound. The reactants are [BH4-], CC(C)=O, Cc1c(C)c(C=O)c(C)c(C(CCCCCC(=O)O)c2ccc(F)cc2)c1O, [Na+], C1CCOC1. The product is Cc1c(C)c(CO)c(C)c(C(CCCCCC(=O)O)c2ccc(F)cc2)c1O. RXN SMILES: [BH4-:29].[CH3:31][C:32](=[O:33])[CH3:34].[F:1][c:2]1[cH:3][cH:4][c:5]([CH:8]([CH2:9][CH2:10][CH2:11][CH2:12][CH2:13][C:14](=[O:15])[OH:16])[c:17]2[c:18]([CH3:28])[c:19]([CH:26]=[O:27])[c:20]([CH3:25])[c:21]([CH3:24])[c:22]2[OH:23])[cH:6][cH:7]1.[Na+:30].[O:35]1[CH2:36][CH2:37][CH2:38][CH2:39]1>>[F:1][c:2]1[cH:3][cH:4][c:5]([CH:8]([CH2:9][CH2:10][CH2:11][CH2:12][CH2:13][C:14](=[O:15])[OH:16])[c:17]2[c:18]([CH3:28])[c:19]([CH2:26][OH:27])[c:20]([CH3:25])[c:21]([CH3:24])[c:22]2[OH:23])[cH:6][cH:7]1. Starting materials: N (ammonia), NC1=CC=C(C=C1)C=1[C@@H](CC(NN1)=O)C ((R)-6-(4-aminophenyl)-5-methyl-4,5-dihydro-3(2H)-pyridazinone), O1C=CC(C=C1)=O (4H-pyran-4-one), Cl (hydrochloric acid). The solvent is O (water). Product: C[C@@H]1CC(NN=C1C1=CC=C(C=C1)N1C=CC(C=C1)=O)=O ((R)-5-Methyl-6-[4-(4-oxo-1,4-dihydropyridin-1-yl)phenyl]-4,5-dihydro-3(2H)-pyridazinone). RXN SMILES: [NH2:1][C:2]1[CH:7]=[CH:6][C:5]([C:8]2[C@H:9]([CH3:15])[CH2:10][C:11](=[O:14])[NH:12][N:13]=2)=[CH:4][CH:3]=1.O1[CH:21]=[CH:20][C:19](=[O:22])[CH:18]=[CH:17]1.Cl.N>O>[CH3:15][C@H:9]1[C:8]([C:5]2[CH:6]=[CH:7][C:2]([N:1]3[CH:21]=[CH:20][C:19](=[O:22])[CH:18]=[CH:17]3)=[CH:3][CH:4]=2)=[N:13][NH:12][C:11](=[O:14])[CH2:10]1. Reported procedure: A mixture of (R)-6-(4-aminophenyl)-5-methyl-4,5-dihydro-3(2H)-pyridazinone (100 mg), 4H-pyran-4-one (52 mg) and hydrochloric acid (0.1N, 1 ml) in water (1.3 ml) was stirred under reflux under nitrogen for 3 hours. Aqueous ammonia (880, 0.01 ml) was added to the cooled reaction mixture to afford the title compound which was collected, washed with water and dried, 91 mg, m.p. 257°-8° C. (softens 120° C.), [α]D25 =-369.5° (1.07% in dimethylformamide). The reactants are COC=1C(=NC=CC1)C (3-methoxy-2-methylpyridine), OO (hydrogen peroxide). Solvent: C(C)(=O)O (acetic acid). Run at time 3 hour. Product: COC=1C(=[N+](C=CC1)[O-])C (3-methoxy-2-methylpyridine 1-oxide). Yield: 60.0%. RXN SMILES: [CH3:1][O:2][C:3]1[C:4]([CH3:9])=[N:5][CH:6]=[CH:7][CH:8]=1.[OH:10]O>C(O)(=O)C>[CH3:1][O:2][C:3]1[C:4]([CH3:9])=[N+:5]([O-:10])[CH:6]=[CH:7][CH:8]=1. Reported procedure: 15.3 g (0.124 mole) of 3-methoxy-2-methylpyridine are dissolved in 100 ml of glacial acetic acid, and 40 ml of 30% strength hydrogen peroxide are added in 4 portions at 80° C. in the course of 6 hours. The mixture is stirred for a further three hours and then concentrated in vacuo (1.5 kPa), and two 50 ml portions of acetic acid are added, the mixture being concentrated completely after each addition. Following negative detection of per-compounds, the mixture is distilled in a bulb tube oven. Th... Reported procedure: A mixture of the product from step (i) (9.5 g) and phosphorous oxychloride (30 ml) was heated at 90° C. for 2 hours. The mixture was evaporated under reduced pressure and poured onto a mixture of ice water and ethyl acetate. The aqueous phase was adjusted to pH 9 with sodium bicarbonate and extracted repeatedly with ethyl acetate. The combined extract was dried (MgSO4) and evaporated. The residue was purified by chromatography eluting with ethyl acetate. Yield 6.1 g. 1H NMR: δ (DMSO) 7.08(br s,2... Reaction SMILES: [NH2:1][C:2]1[S:3][CH:4]=[C:5]([CH2:7][C:8]([NH2:10])=O)[N:6]=1>P(Cl)(Cl)(Cl)=O>[NH2:1][C:2]1[S:3][CH:4]=[C:5]([CH2:7][C:8]#[N:10])[N:6]=1. Reaction conditions: temperature 90 celsius. Reactants: NC=1SC=C(N1)CC(=O)N (2-Amino-4-thiazoleacetamide). Run in P(=O)(Cl)(Cl)Cl (phosphorous oxychloride). The product is NC=1SC=C(N1)CC#N (2-Amino-4-thiazoleacetonitrile). The reactants are CCOC(=O)CCCCCCBr, CCCCC, [N-]=[N+]=[N-], [Na+], CN(C)C=O. Yields the product CCOC(=O)CCCCCCN=[N+]=[N-]. Reaction SMILES: [Br:5][CH2:6][CH2:7][CH2:8][CH2:9][CH2:10][CH2:11][C:12](=[O:13])[O:14][CH2:15][CH3:16].[CH3:22][CH2:23][CH2:24][CH2:25][CH3:26].[N-:2]=[N+:3]=[N-:4].[Na+:1].[O:17]=[CH:18][N:19]([CH3:20])[CH3:21]>>[N:2](=[N+:3]=[N-:4])[CH2:6][CH2:7][CH2:8][CH2:9][CH2:10][CH2:11][C:12](=[O:13])[O:14][CH2:15][CH3:16]. The product is CS(=O)(=O)N1CC[C@@H](N)[C@H](O)C1. Reactants: N, [Li+].[BH3-], C1CN(C[C@@H](C1=O)O)S(=O)(=O)C. The reagents and catalysts are c1ccc(cc1)-c2c3ccccc3cc4ccccc24 (9-Phenylanthracene). Run at temperature 25 celsius, time 18 hour. RXN SMILES: [CH3:1][S:2]([N:5]1[CH2:11][C@H:9]([OH:10])[C:8](=O)[CH2:7][CH2:6]1)(=[O:4])=[O:3].[NH3:12].[Li+].[BH4-]>>[CH3:1][S:2]([N:5]1[CH2:11][C@@H:9]([OH:10])[C@H:8]([NH2:12])[CH2:7][CH2:6]1)(=[O:4])=[O:3]. Starting materials: O=C([O-])O, C1N2CN3CN1CN(C2)C3, CCOC(=O)COc1cc(Cl)ccc1OC, [Na+], O=C(O)C(F)(F)F. The product is CCOC(=O)COc1cc(Cl)c(C=O)cc1OC. As a reaction SMILES: [C:27]([O-:28])(=[O:29])[OH:30].[CH2:17]1[N:18]2[CH2:19][N:20]3[CH2:21][N:22]([CH2:23]2)[CH2:24][N:25]1[CH2:26]3.[Cl:1][c:2]1[cH:3][cH:4][c:5]([O:15][CH3:16])[c:6]([O:7][CH2:8][C:9](=[O:10])[O:11][CH2:12][CH3:13])[cH:14]1.[Na+:31].[OH:32][C:33]([C:34]([F:35])([F:36])[F:37])=[O:38]>>[Cl:1][c:2]1[c:3]([CH:27]=[O:28])[cH:4][c:5]([O:15][CH3:16])[c:6]([O:7][CH2:8][C:9](=[O:10])[O:11][CH2:12][CH3:13])[cH:14]1. Reactants: S(=S)(=O)([O-])[O-].[Na+].[Na+] (sodium thiosulfate), ClC=1C=C(C(=O)OO)C=CC1 (3-chloroperoxybenzoic acid), solution, C(C)SC1=NC=CN1C1=NC=2C(=NC=C(C2)C(F)(F)F)N1C (2-(2-ethylthio-3H-imidazol-3-yl)-3-methyl-6-trifluoromethyl-3H-imidazo[4,5,b]pyridine). Solvent: C(Cl)(Cl)Cl (chloroform). Conditions: time 1 hour. Yields the product C(C)S(=O)(=O)C1=NC=CN1C1=NC=2C(=NC=C(C2)C(F)(F)F)N1C (2-(2-ethylsulfonyl-3H-imidazol-3-yl)-3-methyl-6-trifluoromethyl-3H-imidazo[4,5,b]pyridine). RXN SMILES: Cl[C:2]1C=C(C=C[CH:11]=1)C(OO)=O.C(S[C:15]1[N:19]([C:20]2[N:32]([CH3:33])[C:23]3=[N:24][CH:25]=[C:26]([C:28]([F:31])([F:30])[F:29])[CH:27]=[C:22]3[N:21]=2)[CH:18]=[CH:17][N:16]=1)C.[S:34]([O-:38])([O-])(=[O:36])=S.[Na+].[Na+]>C(Cl)(Cl)Cl>[CH2:2]([S:34]([C:15]1[N:19]([C:20]2[N:32]([CH3:33])[C:23]3=[N:24][CH:25]=[C:26]([C:28]([F:31])([F:29])[F:30])[CH:27]=[C:22]3[N:21]=2)[CH:18]=[CH:17][N:16]=1)(=[O:38])=[O:36])[CH3:11] |f:2.3.4|. Procedure details: 0.22 g of 3-chloroperoxybenzoic acid (purity of 65% or more) was added to 3 ml of a solution of 0.13 g of 2-(2-ethylthio-3H-imidazol-3-yl)-3-methyl-6-trifluoromethyl-3H-imidazo[4,5,b]pyridine in chloroform under ice cooling, and the mixture was stirred at room temperature for 1 hour. A 10% aqueous sodium thiosulfate solution was poured into the reaction mixture, and the mixture was extracted with chloroform. The organic layer was washed with a saturated aqueous sodium bicarbonate solution, then ...